Dataset: the Open Reaction Database (ORD), a public repository of structured organic reaction records. Task: describe an organic reaction: reactants, conditions, products, and yield Yields the product CC1(C(=O)O)CCN(C2CCN(C(=O)C(Cc3cc(Cl)c(N)c(C(F)(F)F)c3)OC(=O)N3CCC(N4CCc5ccccc5NC4=O)CC3)CC2)CC1. The reactants are C1CCOC1, [Li+], CCOC(=O)C1(C)CCN(C2CCN(C(=O)C(Cc3cc(Cl)c(N)c(C(F)(F)F)c3)OC(=O)N3CCC(N4CCc5ccccc5NC4=O)CC3)CC2)CC1, [OH-], O. As a reaction SMILES: [CH2:59]1[O:60][CH2:61][CH2:62][CH2:63]1.[Li+:2].[NH2:3][c:4]1[c:5]([Cl:57])[cH:6][c:7]([CH2:14][CH:15]([C:16](=[O:17])[N:18]2[CH2:19][CH2:20][CH:21]([N:24]3[CH2:25][CH2:26][C:27]([C:30](=[O:31])[O:32][CH2:33][CH3:34])([CH3:35])[CH2:28][CH2:29]3)[CH2:22][CH2:23]2)[O:36][C:37](=[O:38])[N:39]2[CH2:40][CH2:41][CH:42]([N:45]3[C:46](=[O:56])[NH:47][c:48]4[c:49]([cH:52][cH:53][cH:54][cH:55]4)[CH2:50][CH2:51]3)[CH2:43][CH2:44]2)[cH:8][c:9]1[C:10]([F:11])([F:12])[F:13].[OH-:1].[OH2:58]>>[NH2:3][c:4]1[c:5]([Cl:57])[cH:6][c:7]([CH2:14][CH:15]([C:16](=[O:17])[N:18]2[CH2:19][CH2:20][CH:21]([N:24]3[CH2:25][CH2:26][C:27]([C:30](=[O:31])[OH:32])([CH3:35])[CH2:28][CH2:29]3)[CH2:22][CH2:23]2)[O:36][C:37](=[O:38])[N:39]2[CH2:40][CH2:41][CH:42]([N:45]3[C:46](=[O:56])[NH:47][c:48]4[c:49]([cH:52][cH:53][cH:54][cH:55]4)[CH2:50][CH2:51]3)[CH2:43][CH2:44]2)[cH:8][c:9]1[C:10]([F:11])([F:12])[F:13]. Reactants: [N+](=O)([O-])C=1C=C(C=O)C=CC1 (m-nitrobenzaldehyde), C(CC(=O)C)(=O)OCC (ethyl acetoacetate), N1CCCCC1 (piperidine), C(C)(=O)O (acetic acid). Run in C1=CC=CC=C1 (benzene). The product is C(C)(=O)C(C(=O)OCC)=CC1=CC(=CC=C1)[N+](=O)[O-] (Ethyl α-Acetyl-3-nitrocinnamate). Yield: 69.1%. As a reaction SMILES: [N+:1]([C:4]1[CH:5]=[C:6]([CH:9]=[CH:10][CH:11]=1)[CH:7]=O)([O-:3])=[O:2].[C:12]([O:18][CH2:19][CH3:20])(=[O:17])[CH2:13][C:14]([CH3:16])=[O:15].N1CCCCC1.C(O)(=O)C>C1C=CC=CC=1>[C:14]([C:13](=[CH:7][C:6]1[CH:9]=[CH:10][CH:11]=[C:4]([N+:1]([O-:3])=[O:2])[CH:5]=1)[C:12]([O:18][CH2:19][CH3:20])=[O:17])(=[O:15])[CH3:16]. Reported procedure: A reaction mixture containing m-nitrobenzaldehyde (151 g; 1.0 mole), ethyl acetoacetate (130 g; 1.0 mole), piperidine (4 mL) and glacial acetic acid (12 mL) in 200 mL benzene was refluxed for 2.5 hr while removing water (19 mL) by means of a Dean Stark trap. The dark brown reaction solution was allowed to cool to room temperature and was then water washed several times and concentrated in vacuo to give a dark yellow solid. This solid was recrystallized from ethanol to yield 182 g (69% yield) of ... The reactants are O=C([O-])[O-], Clc1nc(Cl)nc(N2CCOCC2)n1, [K+], [K+], CN(C)C=O, C1CSCN1. Yields the product Clc1nc(N2CCOCC2)nc(N2CCSC2)n1. RXN SMILES: [C:15](=[O:16])([O-:17])[O-:18].[Cl:1][c:2]1[n:3][c:4]([N:9]2[CH2:10][CH2:11][O:12][CH2:13][CH2:14]2)[n:5][c:6]([Cl:8])[n:7]1.[K+:19].[K+:20].[O:26]=[CH:27][N:28]([CH3:29])[CH3:30].[S:21]1[CH2:22][NH:23][CH2:24][CH2:25]1>>[c:2]1([N:23]2[CH2:22][S:21][CH2:25][CH2:24]2)[n:3][c:4]([N:9]2[CH2:10][CH2:11][O:12][CH2:13][CH2:14]2)[n:5][c:6]([Cl:8])[n:7]1. Starting materials: CCO, COc1cc(C(=O)O)cc([N+](=O)[O-])c1. The product is COc1cc(N)cc(C(=O)O)c1. As a reaction SMILES: [CH3:15][CH2:16][OH:17].[CH3:1][O:2][c:3]1[cH:4][c:5]([C:6](=[O:7])[OH:8])[cH:9][c:10]([N+:12]([O-:13])=[O:14])[cH:11]1>>[CH3:1][O:2][c:3]1[cH:4][c:5]([C:6](=[O:7])[OH:8])[cH:9][c:10]([NH2:12])[cH:11]1. The product is CS(=O)(=O)c1ccc(C(CC2CCCC2)C(=O)O)cc1. As a reaction SMILES: [CH3:1][C:2]([C:3](=[O:4])[OH:5])([CH2:6][CH:7]1[CH2:8][CH2:9][CH2:10][CH2:11]1)[c:12]1[cH:13][cH:14][c:15]([S:18](=[O:19])(=[O:20])[CH3:21])[cH:16][cH:17]1.[CH3:24][OH:25].[Na+:23].[OH-:22]>>[CH:2]([C:3](=[O:4])[OH:5])([CH2:6][CH:7]1[CH2:8][CH2:9][CH2:10][CH2:11]1)[c:12]1[cH:13][cH:14][c:15]([S:18](=[O:19])(=[O:20])[CH3:21])[cH:16][cH:17]1. The reactants are CC(CC1CCCC1)(C(=O)O)c1ccc(S(C)(=O)=O)cc1, CO, [Na+], [OH-]. Product: Cl, N=C(N)n1cc2ccccc2n1. RXN SMILES: [CH2:15]1[O:16][CH2:17][CH2:18][CH2:19]1.[Cl:11][C:12](=[NH:13])[NH2:14].[ClH:10].[cH:20]1[cH:21][cH:22][cH:23][cH:24][cH:25]1.[nH:1]1[n:2][cH:3][c:4]2[cH:5][cH:6][cH:7][cH:8][c:9]12>>[ClH:11].[n:1]1[n:2]([C:12](=[NH:13])[NH2:14])[cH:3][c:4]2[cH:5][cH:6][cH:7][cH:8][c:9]12. Starting materials: C1CCOC1, N=C(N)Cl, Cl, c1ccccc1, c1ccc2[nH]ncc2c1.